Dataset: the Open Reaction Database (ORD), a public repository of structured organic reaction records. Task: describe an organic reaction: reactants, conditions, products, and yield RXN SMILES: I[C:2]1[C:10]2[CH:9]=[N:8][CH:7]=[N:6][C:5]=2[N:4]([CH:11]2[CH2:14][O:13][CH2:12]2)[CH:3]=1.[C:15]1([C:21](=[N:28][C:29]2[CH:30]=[N:31][CH:32]=[C:33]([CH:40]=2)[C:34](N(OC)C)=[O:35])[C:22]2[CH:27]=[CH:26][CH:25]=[CH:24][CH:23]=2)[CH:20]=[CH:19][CH:18]=[CH:17][CH:16]=1>>[C:15]1([C:21](=[N:28][C:29]2[CH:40]=[C:33]([C:34]([C:2]3[C:10]4[CH:9]=[N:8][CH:7]=[N:6][C:5]=4[N:4]([CH:11]4[CH2:14][O:13][CH2:12]4)[CH:3]=3)=[O:35])[CH:32]=[N:31][CH:30]=2)[C:22]2[CH:27]=[CH:26][CH:25]=[CH:24][CH:23]=2)[CH:20]=[CH:19][CH:18]=[CH:17][CH:16]=1. Procedure details: The title compound was prepared according to the method described for Preparation 94 using 5-iodo-7-oxetan-3-yl-7H-pyrrolo[2,3-d]pyrimidine (Preparation 98) and 5-[(diphenylmethylene)amino]-N-methoxy-N-methylnicotinamide (Preparation 23) to afford the title compound as a yellow solid in 55% yield, 253 mg. The product is C1(=CC=CC=C1)C(C1=CC=CC=C1)=NC=1C=C(C=NC1)C(=O)C1=CN(C=2N=CN=CC21)C2COC2 ({5-[(Diphenylmethylene)amino]pyridin-3-yl}(7-oxetan-3-yl-7H-pyrrolo[2,3-d]pyrimidin-5-yl)methanone). Reactants: IC1=CN(C=2N=CN=CC21)C2COC2 (5-iodo-7-oxetan-3-yl-7H-pyrrolo[2,3-d]pyrimidine), C1(=CC=CC=C1)C(C1=CC=CC=C1)=NC=1C=NC=C(C(=O)N(C)OC)C1 (5-[(diphenylmethylene)amino]-N-methoxy-N-methylnicotinamide). The reactants are C(=O)(OCC)COC1=CC=C(CC2C(NC(S2)=O)=O)C=C1 (5-[4-[(carboethoxy)methoxy]benzyl]thiazolidine-2,4-dione), C1(=CC=C(C=C1)S(=O)(=O)O)C (p-toluenesulfonic acid), Examples 16-22, CNC(C=1C(N)=CC=CC1)=O (N-methyl anthranilamide). The solvent is CO (methanol). Reaction conditions: temperature 175 celsius. The product is CN1C(=NC2=CC=CC=C2C1=O)COC1=CC=C(CC2C(NC(S2)=O)=O)C=C1 (5-[4-[[3-methyl-4-oxo-3,4-dihydroquinazolin-2-yl]methoxy]benzyl]thiazolidine-2,4-dione). RXN SMILES: [C:1]([CH2:6][O:7][C:8]1[CH:21]=[CH:20][C:11]([CH2:12][CH:13]2[S:17][C:16](=[O:18])[NH:15][C:14]2=[O:19])=[CH:10][CH:9]=1)(OCC)=O.[CH3:22][NH:23][C:24](=[O:32])[C:25]1[C:26](=[CH:28][CH:29]=[CH:30][CH:31]=1)[NH2:27].C1(C)C=CC(S(O)(=O)=O)=CC=1>CO>[CH3:22][N:23]1[C:24](=[O:32])[C:25]2[C:26](=[CH:28][CH:29]=[CH:30][CH:31]=2)[N:27]=[C:1]1[CH2:6][O:7][C:8]1[CH:9]=[CH:10][C:11]([CH2:12][CH:13]2[S:17][C:16](=[O:18])[NH:15][C:14]2=[O:19])=[CH:20][CH:21]=1. Procedure: A suspension of 5-[4-[(carboethoxy)methoxy]benzyl]thiazolidine-2,4-dione obtained by following a procedure described in any of Examples 16-22 (100 g, 0.32 M), N-methyl anthranilamide (58.7 g, 0.39 M) and p-toluenesulfonic acid (˜200 mg) was taken in a round bottom flask fitted with a mechanical stirrer, oil bath and Dean-Stark condenser. The reaction mixture was heated to reflux (Internal temperature 150-155° C., oil bath temperature 170-180° C.) for a period of 45-55 h while monitoring the reac... The reactants are [OH-].[Na+] (sodium hydroxide), Cl.N1CC(C1)O (3-azetidinol hydrochloride), S(=O)(Cl)Cl (thionyl chloride), S1C=CC2=C1C=CC(=C2)CCOCCC(=O)O (3-(2-(1-benzothiophen-5-yl)ethoxy)propionic acid). The solvent is O (water), COCCOC (1,2-dimethoxyethane), O (water). Run at temperature 7.5 celsius, time 30 minute. Yields the product S1C=CC2=C1C=CC(=C2)CCOCCC(=O)N2CC(C2)O (1-(3-(2-(1-benzothiophen-5-yl)ethoxy)propionyl)azetidin-3-ol). The yield is 92.6%. RXN SMILES: [S:1]1[C:5]2[CH:6]=[CH:7][C:8]([CH2:10][CH2:11][O:12][CH2:13][CH2:14][C:15]([OH:17])=O)=[CH:9][C:4]=2[CH:3]=[CH:2]1.S(Cl)(Cl)=O.[OH-].[Na+].Cl.[NH:25]1[CH2:28][CH:27]([OH:29])[CH2:26]1>COCCOC.O>[S:1]1[C:5]2[CH:6]=[CH:7][C:8]([CH2:10][CH2:11][O:12][CH2:13][CH2:14][C:15]([N:25]3[CH2:28][CH:27]([OH:29])[CH2:26]3)=[O:17])=[CH:9][C:4]=2[CH:3]=[CH:2]1 |f:2.3,4.5|. Reported procedure: In 75 mL of 1,2-dimethoxyethane was dissolved 50.0 g of 3-(2-(1-benzothiophen-5-yl)ethoxy)propionic acid. Thereto was added 26.1 g of thionyl chloride, which was then refluxed for 2 hours. After cooling, this reaction solution was dropwise added to a mixed solution of 125 mL of water, 20.0 g of sodium hydroxide and 25.2 g of 3-azetidinol hydrochloride at −5 to 10° C., which was then stirred at 0 to 15° C. for 30 minutes. Thereto was added 75 mL of water, which was heated to 40° C. and dissolved.... The reactants are CC(=O)OC(C)CCCCn1c(=O)c2c(OS(=O)(=O)C(F)(F)F)cc(C)nc2n(C)c1=O, CN, CO. Product: CNc1cc(C)nc2c1c(=O)n(CCCCC(C)OC(C)=O)c(=O)n2C. Reaction SMILES: [C:1]([CH3:2])(=[O:3])[O:4][CH:5]([CH2:6][CH2:7][CH2:8][CH2:9][n:10]1[c:11](=[O:31])[n:12]([CH3:30])[c:13]2[c:14]([c:15]1=[O:16])[c:17]([O:22][S:23]([C:24]([F:25])([F:26])[F:27])(=[O:28])=[O:29])[cH:18][c:19]([CH3:21])[n:20]2)[CH3:32].[CH3:33][NH2:34].[CH3:35][OH:36]>>[C:1]([CH3:2])(=[O:3])[O:4][CH:5]([CH2:6][CH2:7][CH2:8][CH2:9][n:10]1[c:11](=[O:31])[n:12]([CH3:30])[c:13]2[c:14]([c:15]1=[O:16])[c:17]([NH:34][CH3:33])[cH:18][c:19]([CH3:21])[n:20]2)[CH3:32]. Starting materials: CN(C=C(C(=O)OCC)C(C1=CC=C(C=C1)Cl)=O)C (ethyl 3-dimethylamino-2-(4-chloro-benzoyl)-acrylate), [N+](=O)(O)[O-].[N+](=O)(O)[O-].FC=1C=C(C=CC1N1C=NC(=C1)C)NC(=N)N (N-[3-fluoro-4-(4-methyl-imidazol-1-yl)-phenyl]-guanidine dinitrate). The product is ClC1=CC=C(C=C1)C1=NC(=NC=C1C(=O)OCC)NC1=CC(=C(C=C1)N1C=NC(=C1)C)F (Ethyl 4-(4-chloro-phenyl)-2-[3-fluoro-4-(4-methyl-imidazol-1-yl)-phenylamino]-pyrimidine-5-carboxylate), solid. The yield is 28.0%. Reaction SMILES: CN(C)[CH:3]=[C:4]([C:10](=O)[C:11]1[CH:16]=[CH:15][C:14]([Cl:17])=[CH:13][CH:12]=1)[C:5]([O:7][CH2:8][CH3:9])=[O:6].[N+]([O-])(O)=O.[N+]([O-])(O)=O.[F:28][C:29]1[CH:30]=[C:31]([NH:41][C:42]([NH2:44])=[NH:43])[CH:32]=[CH:33][C:34]=1[N:35]1[CH:39]=[C:38]([CH3:40])[N:37]=[CH:36]1>>[Cl:17][C:14]1[CH:13]=[CH:12][C:11]([C:10]2[C:4]([C:5]([O:7][CH2:8][CH3:9])=[O:6])=[CH:3][N:44]=[C:42]([NH:41][C:31]3[CH:32]=[CH:33][C:34]([N:35]4[CH:39]=[C:38]([CH3:40])[N:37]=[CH:36]4)=[C:29]([F:28])[CH:30]=3)[N:43]=2)=[CH:16][CH:15]=1 |f:1.2.3|. Procedure: The title compound was prepared from crude ethyl 3-dimethylamino-2-(4-chloro-benzoyl)-acrylate (89 mg, 0.3 mmol) and N-[3-fluoro-4-(4-methyl-imidazol-1-yl)-phenyl]-guanidine dinitrate (80 mg, 0.22 mmol) using in analogous manner the procedure described in example 28b). Obtained as a pale-yellow solid (28 mg, 28%). Mp 232-234° C. Reactants: NC1=C(C(=NC(=C1Cl)OC1=CC=CC=C1)C(=O)OC)Cl (methyl 4-amino-3,5-dichloro-6-phenoxypyridine-2-carboxylate), [OH-].[Na+] (sodium hydroxide), Cl (hydrochloric acid). Solvent: CO (methanol), O (water). The product is NC1=C(C(=NC(=C1Cl)OC1=CC=CC=C1)C(=O)O)Cl (4-amino-3,5-dichloro-6-phenoxypyridine-2-carboxylic acid). Isolated yield 90.0%. RXN SMILES: [NH2:1][C:2]1[C:7]([Cl:8])=[C:6]([O:9][C:10]2[CH:15]=[CH:14][CH:13]=[CH:12][CH:11]=2)[N:5]=[C:4]([C:16]([O:18]C)=[O:17])[C:3]=1[Cl:20].[OH-].[Na+].Cl>CO.O>[NH2:1][C:2]1[C:7]([Cl:8])=[C:6]([O:9][C:10]2[CH:15]=[CH:14][CH:13]=[CH:12][CH:11]=2)[N:5]=[C:4]([C:16]([OH:18])=[O:17])[C:3]=1[Cl:20] |f:1.2|. Procedure details: To a solution of methyl 4-amino-3,5-dichloro-6-phenoxypyridine-2-carboxylate in methanol (10 mL) and water (100 mL) was added sodium hydroxide (0.5 g excess) and the solution heated under reflux for 3 hr. The solution was cooled and concentrated hydrochloric acid (2 mL) added. The solid was collected to give 4-amino-3,5-dichloro-6-phenoxypyridine-2-carboxylic acid (1.1 g, 90%); mp 158-60° C.